Dataset: the Open Reaction Database (ORD), a public repository of structured organic reaction records. Task: describe an organic reaction: reactants, conditions, products, and yield Reactants: CC(=O)Nc1ccc(S(=O)(=O)Cl)cc1, Cl, Nc1ccc(C(O)(C(F)(F)F)C(F)(F)F)cc1, c1ccncc1. Product: CC(=O)Nc1ccc(S(=O)(=O)Nc2ccc(C(O)(C(F)(F)F)C(F)(F)F)cc2)cc1. As a reaction SMILES: [C:18]([CH3:19])(=[O:20])[NH:21][c:22]1[cH:23][cH:24][c:25]([S:26](=[O:27])(=[O:28])[Cl:29])[cH:30][cH:31]1.[ClH:32].[F:1][C:2]([C:3]([C:4]([F:5])([F:6])[F:7])([OH:8])[c:9]1[cH:10][cH:11][c:12]([NH2:13])[cH:14][cH:15]1)([F:16])[F:17].[cH:33]1[cH:34][cH:35][n:36][cH:37][cH:38]1>>[F:1][C:2]([C:3]([C:4]([F:5])([F:6])[F:7])([OH:8])[c:9]1[cH:10][cH:11][c:12]([NH:13][S:26]([c:25]2[cH:24][cH:23][c:22]([NH:21][C:18]([CH3:19])=[O:20])[cH:31][cH:30]2)(=[O:27])=[O:28])[cH:14][cH:15]1)([F:16])[F:17].